Dataset: the Open Reaction Database (ORD), a public repository of structured organic reaction records. Task: describe an organic reaction: reactants, conditions, products, and yield Starting materials: [H-].[Al+3].[Li+].[H-].[H-].[H-] (Lithium aluminum hydride), solution, [Si](C)(C)(C(C)(C)C)O[C@H](CCCC(/C=C/[C@@H]1[C@H]([C@@H](C[C@H]1OC1OCCCC1)Cl)CCCC1=CC=C(S1)C(=O)OC)=O)C (Methyl 5-(3-((1R,2R,3R,5R)-2-((S,E)-7-(tert-butyldimethylsilyloxy)-3-oxooct-1-enyl)-5-chloro-3-(tetrahydro-2H-pyran-2-yloxy)cyclopentyl)propyl)thiophene-2-carboxylate), C(C)O (ethanol), solution, (S)-(−)-1,1′-binaphthol. The solvent is C1CCOC1 (THF), C1CCOC1 (THF), C1CCOC1 (THF), C1CCOC1 (THF). Run at temperature -85 celsius, time 1 hour. Yields the product [Si](C)(C)(C(C)(C)C)O[C@H](CCC[C@@H](/C=C/[C@@H]1[C@H]([C@@H](C[C@H]1OC1OCCCC1)Cl)CCCC1=CC=C(S1)C(=O)OC)O)C (Methyl 5-(3-((1R,2R,3R,5R)-2-((3S,7S,E)-7-(tert-butyldimethylsilyloxy)-3-hydroxyoct-1-enyl)-5-chloro-3-(tetrahydro-2H-pyran-2-yloxy)cyclopentyl)propyl)thiophene-2-carboxylate). The yield is 74.6%. RXN SMILES: [H-].[Al+3].[Li+].[H-].[H-].[H-].C(O)C.[Si:10]([O:17][C@@H:18]([CH3:51])[CH2:19][CH2:20][CH2:21][C:22](=[O:50])/[CH:23]=[CH:24]/[C@H:25]1[C@H:29]([O:30][CH:31]2[CH2:36][CH2:35][CH2:34][CH2:33][O:32]2)[CH2:28][C@@H:27]([Cl:37])[C@@H:26]1[CH2:38][CH2:39][CH2:40][C:41]1[S:45][C:44]([C:46]([O:48][CH3:49])=[O:47])=[CH:43][CH:42]=1)([C:13]([CH3:16])([CH3:15])[CH3:14])([CH3:12])[CH3:11]>C1COCC1>[Si:10]([O:17][C@@H:18]([CH3:51])[CH2:19][CH2:20][CH2:21][C@H:22]([OH:50])/[CH:23]=[CH:24]/[C@H:25]1[C@H:29]([O:30][CH:31]2[CH2:36][CH2:35][CH2:34][CH2:33][O:32]2)[CH2:28][C@@H:27]([Cl:37])[C@@H:26]1[CH2:38][CH2:39][CH2:40][C:41]1[S:45][C:44]([C:46]([O:48][CH3:49])=[O:47])=[CH:43][CH:42]=1)([C:13]([CH3:16])([CH3:15])[CH3:14])([CH3:12])[CH3:11] |f:0.1.2.3.4.5|. Reported procedure: Lithium aluminum hydride (7.5 mL of a 1.0M solution in THF, 7.5 mmol) was added to an oven-dried 200 mL flask. A freshly prepared solution of absolute ethanol (11.9 mL of a 1.0M solution in THF, 7.50 mmol) was added dropwise at 23° C. After 15 min a solution of (S)-(−)-1,1′-binaphthol (2.18 g, 7.62 mmol) in THF (10 mL) was added dropwise. The milky-white solution was cooled to −85° C. and a solution of the enone 14 (1.60 g, 2.50 mmol) in THF (9 mL) was added over a 5-10 min period. The reaction ...